Dataset: the Open Reaction Database (ORD), a public repository of structured organic reaction records. Task: describe an organic reaction: reactants, conditions, products, and yield Starting materials: [Cl-].[Ca+2].[Cl-] (calcium chloride), reduced iron, CN1C(=NN=C1)SCCSC1=CC=C(C=C1)[N+](=O)[O-] (4-methyl-3-[[2-[(4-nitrophenyl)thio]ethyl]thio]-1,2,4-triazole). Solvent: C(C)O (ethanol). The product is CN1C(=NN=C1)SCCSC1=CC=C(N)C=C1 (4-[[2-[(4-methyl-1,2,4-triazol-3-yl)thio]ethyl]thio]aniline). Yield: 30.2%. RXN SMILES: [CH3:1][N:2]1[CH:6]=[N:5][N:4]=[C:3]1[S:7][CH2:8][CH2:9][S:10][C:11]1[CH:16]=[CH:15][C:14]([N+:17]([O-])=O)=[CH:13][CH:12]=1.[Cl-].[Ca+2].[Cl-]>C(O)C>[CH3:1][N:2]1[CH:6]=[N:5][N:4]=[C:3]1[S:7][CH2:8][CH2:9][S:10][C:11]1[CH:16]=[CH:15][C:14]([NH2:17])=[CH:13][CH:12]=1 |f:1.2.3|. Procedure: 4-methyl-3-[[2-[(4-nitrophenyl)thio]ethyl]thio]-1,2,4-triazole (1.4 g) was dissolved in 85% ethanol (42 ml), calcium chloride (0.26 g) and reduced iron (1.32 g) were added to the mixture, and the mixture was heated to reflux for 3 hours. After cooling to room temperature, the mixture was filtered with Celite, and washed with ethyl acetate. The solvent was removed under reduced pressure, and water was added to the obtained residue, and the mixture was extracted with ethyl acetate. The organic lay... Starting materials: COCSc1ccc(NC(C)=O)c([N+](=O)[O-])c1, CO, [Fe], O=S(=O)([O-])[O-], O. The product is COCSc1ccc(NC(C)=O)c(N)c1. RXN SMILES: [C:1]([CH3:2])(=[O:3])[NH:4][c:5]1[c:6]([N+:15]([O-:16])=[O:17])[cH:7][c:8]([S:11][CH2:12][O:13][CH3:14])[cH:9][cH:10]1.[CH3:18][OH:19].[Fe:25].[O-:20][S:21](=[O:22])(=[O:23])[O-:24].[OH2:26]>>[C:1]([CH3:2])(=[O:3])[NH:4][c:5]1[c:6]([NH2:15])[cH:7][c:8]([S:11][CH2:12][O:13][CH3:14])[cH:9][cH:10]1.